Dataset: the Open Reaction Database (ORD), a public repository of structured organic reaction records. Task: describe an organic reaction: reactants, conditions, products, and yield Starting materials: Br.C(C)(=O)O (Hydrogen bromide acetic acid), C(C1=CC=CC=C1)OC(NC=1N(C(C2=CC=C(C=C2C1C1=CC=CC=C1)Br)=O)CC1=CC2=C(OCO2)C=C1)=O ([2-(benzo[1,3]dioxol-5-ylmethyl)-6-bromo-1-oxo-4-phenyl-1,2-dihydroisoquinolin-3-yl]carbamic acid benzyl ester). Conditions: time 1 hour. Product: NC=1N(C(C2=CC=C(C=C2C1C1=CC=CC=C1)Br)=O)CC1=CC2=C(OCO2)C=C1 (3-amino-2-(benzo[1,3]dioxol-5-ylmethyl)-6-bromo-4-phenyl-2H-isoquinolin-1-one). Isolated yield 119.0%. Reaction SMILES: Br.C(O)(=O)C.C(OC(=O)[NH:15][C:16]1[N:17]([CH2:34][C:35]2[CH:43]=[CH:42][C:38]3[O:39][CH2:40][O:41][C:37]=3[CH:36]=2)[C:18](=[O:33])[C:19]2[C:24]([C:25]=1[C:26]1[CH:31]=[CH:30][CH:29]=[CH:28][CH:27]=1)=[CH:23][C:22]([Br:32])=[CH:21][CH:20]=2)C1C=CC=CC=1>>[NH2:15][C:16]1[N:17]([CH2:34][C:35]2[CH:43]=[CH:42][C:38]3[O:39][CH2:40][O:41][C:37]=3[CH:36]=2)[C:18](=[O:33])[C:19]2[C:24]([C:25]=1[C:26]1[CH:27]=[CH:28][CH:29]=[CH:30][CH:31]=1)=[CH:23][C:22]([Br:32])=[CH:21][CH:20]=2 |f:0.1|. Procedure details: 25% Hydrogen bromide-acetic acid solution (10.0 ml) was added to [2-(benzo[1,3]dioxol-5-ylmethyl)-6-bromo-1-oxo-4-phenyl-1,2-dihydroisoquinolin-3-yl]carbamic acid benzyl ester (3.6 g), and the mixture was stirred at room temperature for 1 hr. The precipitate was collected by filtration, washed with diethyl ether and dried to give the title compound (3.3 g) as a colorless powder. Starting materials: C1CN(CCC=2NC=3C=CC=CC3C21)C(=O)OC(C)(C)C (tert-Butyl 1,4,5,6-tetrahydroazepino[4,5-b]indole-3(2H)-carboxylate), C1(=CC=CC=C1)S(=O)CCCl (2-chloroethyl phenyl sulfoxide), [H-].[Na+] (NaH). Run in CN(C)C=O (DMF). Run at time 3 hour. Yields the product C1(=CC=CC=C1)S(=O)CCN1C2=C(C=3C=CC=CC13)CCN(CC2)C(=O)OC(C)(C)C (tert-butyl 6-[2-(phenylsulfinyl)ethyl]-1,4,5,6-tetrahydroazepino[4,5-b]indole-3(2H)-carboxylate). As a reaction SMILES: [CH2:1]1[C:14]2[C:13]3[CH:12]=[CH:11][CH:10]=[CH:9][C:8]=3[NH:7][C:6]=2[CH2:5][CH2:4][N:3]([C:15]([O:17][C:18]([CH3:21])([CH3:20])[CH3:19])=[O:16])[CH2:2]1.[C:22]1([S:28]([CH2:30][CH2:31]Cl)=[O:29])[CH:27]=[CH:26][CH:25]=[CH:24][CH:23]=1.[H-].[Na+]>CN(C=O)C>[C:22]1([S:28]([CH2:30][CH2:31][N:7]2[C:8]3[CH:9]=[CH:10][CH:11]=[CH:12][C:13]=3[C:14]3[CH2:1][CH2:2][N:3]([C:15]([O:17][C:18]([CH3:21])([CH3:20])[CH3:19])=[O:16])[CH2:4][CH2:5][C:6]2=3)=[O:29])[CH:27]=[CH:26][CH:25]=[CH:24][CH:23]=1 |f:2.3|. Procedure: tert-Butyl 1,4,5,6-tetrahydroazepino[4,5-b]indole-3(2H)-carboxylate (0.170 g, 0.594 mmol) and 2-chloroethyl phenyl sulfoxide (0.225 g, 1.20 mmol, 2.0 equiv.) was dissolved in DMF (10 mL) at rt. NaH (0.100 mg, 2.5 mmol, 4.21 equiv., 60% dispersion) was added, then the reaction mixture was stirred for 3 h. The reaction was quenched with a saturated aqueous NH4Cl solution and partitioned between water and CH2Cl2. The aqueous layer was extracted with CH2Cl2 (3×). The combined organic layers were con... The reactants are NC=1SC2=NC(=CC=C2N1)OC=1C=CC(=C(C1)NC(C1=CC(=CC=C1)C1(CC1)C#N)=O)C (N-{5-[(2-amino[1,3]thiazolo[5,4-b]pyridin-5-yl)oxy]-2-methylphenyl}-3-(1-cyanocyclopropyl)benzamide), C1(CC1)C(=O)Cl (cyclopropanecarbonyl chloride). The solvent is N1=CC=CC=C1 (pyridine). Run at time 2 hour. Product: C(#N)C1(CC1)C=1C=C(C(=O)NC2=C(C=CC(=C2)OC2=CC=C3C(=N2)SC(=N3)NC(=O)C3CC3)C)C=CC1 (3-(1-cyanocyclopropyl)-N-[5-({2-[(cyclopropylcarbonyl)amino][1,3]thiazolo[5,4-b]pyridin-5-yl}oxy)-2-methylphenyl]benzamide). Yield: 63.3%. As a reaction SMILES: [NH2:1][C:2]1[S:3][C:4]2[C:9]([N:10]=1)=[CH:8][CH:7]=[C:6]([O:11][C:12]1[CH:13]=[CH:14][C:15]([CH3:32])=[C:16]([NH:18][C:19](=[O:31])[C:20]3[CH:25]=[CH:24][CH:23]=[C:22]([C:26]4([C:29]#[N:30])[CH2:28][CH2:27]4)[CH:21]=3)[CH:17]=1)[N:5]=2.[CH:33]1([C:36](Cl)=[O:37])[CH2:35][CH2:34]1>N1C=CC=CC=1>[C:29]([C:26]1([C:22]2[CH:21]=[C:20]([CH:25]=[CH:24][CH:23]=2)[C:19]([NH:18][C:16]2[CH:17]=[C:12]([O:11][C:6]3[N:5]=[C:4]4[S:3][C:2]([NH:1][C:36]([CH:33]5[CH2:35][CH2:34]5)=[O:37])=[N:10][C:9]4=[CH:8][CH:7]=3)[CH:13]=[CH:14][C:15]=2[CH3:32])=[O:31])[CH2:27][CH2:28]1)#[N:30]. Procedure: To a solution of N-{5-[(2-amino[1,3]thiazolo[5,4-b]pyridin-5-yl)oxy]-2-methylphenyl}-3-(1-cyanocyclopropyl)benzamide (47 mg, 0.124 mmol) in pyridine (2.0 mL) was added cyclopropanecarbonyl chloride (25 μL, 0.273 mmol), and the mixture was stirred at room temperature for 2 hr. The reaction mixture was concentrated under reduced pressure, and the residue was dissolved in methanol (1.0 mL)/water (1.0 mL). 1N Aqueous sodium hydroxide solution (1.0 mL) was added, and the mixture was stirred at room t...